Dataset: the Open Reaction Database (ORD), a public repository of structured organic reaction records. Task: describe an organic reaction: reactants, conditions, products, and yield Reactants: O=C1CCC2CCC(=O)N12, Cl, O. Product: O=C(O)CCC1CCC(=O)N1. RXN SMILES: [CH2:1]1[CH2:2][C:3](=[O:10])[N:4]2[C:5](=[O:9])[CH2:6][CH2:7][CH:8]12.[ClH:11].[OH2:12]>>[CH2:1]([CH2:2][C:3]([OH:10])=[O:12])[CH:8]1[NH:4][C:5](=[O:9])[CH2:6][CH2:7]1. Starting materials: Nc1nnc(C2CC2)o1, [Cl-], O=C(O)C(c1ccccc1)c1ccccc1. Product: O=C(Nc1nnc(C2CC2)o1)C(c1ccccc1)c1ccccc1. Reaction SMILES: [CH:18]1([c:21]2[n:22][n:23][c:24]([NH2:26])[o:25]2)[CH2:19][CH2:20]1.[Cl-:1].[c:2]1([CH:8]([C:9](=[O:10])[OH:11])[c:12]2[cH:13][cH:14][cH:15][cH:16][cH:17]2)[cH:3][cH:4][cH:5][cH:6][cH:7]1>>[c:2]1([CH:8]([C:9](=[O:11])[NH:26][c:24]2[n:23][n:22][c:21]([CH:18]3[CH2:19][CH2:20]3)[o:25]2)[c:12]2[cH:13][cH:14][cH:15][cH:16][cH:17]2)[cH:3][cH:4][cH:5][cH:6][cH:7]1. Reactants: Si-Thiol, BrC=1C(=NC=C(C(=O)NC2=CC=C(C=C2)OC(F)(F)F)C1)N1CCOCC1 (5-Bromo-6-morpholino-N-(4-(trifluoromethoxy)phenyl)nicotinamide), N1=CN=CC(=C1)B(O)O (pyrimidin-5-ylboronic acid), [O-]P(=O)([O-])[O-].[K+].[K+].[K+] (K3PO4). Reagents/catalysts: C=1C=CC(=CC1)[P](C=2C=CC=CC2)(C=3C=CC=CC3)[Pd]([P](C=4C=CC=CC4)(C=5C=CC=CC5)C=6C=CC=CC6)([P](C=7C=CC=CC7)(C=8C=CC=CC8)C=9C=CC=CC9)[P](C=1C=CC=CC1)(C=1C=CC=CC1)C=1C=CC=CC1 (Pd(Ph3P)4). Solvent: C1(=CC=CC=C1)C (toluene). Conditions: temperature 110 celsius, time 16 hour. Yields the product O1CCN(CC1)C1=NC=C(C(=O)NC2=CC=C(C=C2)OC(F)(F)F)C=C1C=1C=NC=NC1 (6-Morpholino-5-(pyrimidin-5-yl)-N-(4-(trifluoromethoxy)phenyl)nicotinamide). As a reaction SMILES: Br[C:2]1[C:3]([N:22]2[CH2:27][CH2:26][O:25][CH2:24][CH2:23]2)=[N:4][CH:5]=[C:6]([CH:21]=1)[C:7]([NH:9][C:10]1[CH:15]=[CH:14][C:13]([O:16][C:17]([F:20])([F:19])[F:18])=[CH:12][CH:11]=1)=[O:8].[N:28]1[CH:33]=[C:32](B(O)O)[CH:31]=[N:30][CH:29]=1.[O-]P([O-])([O-])=O.[K+].[K+].[K+]>C1C=CC([P]([Pd]([P](C2C=CC=CC=2)(C2C=CC=CC=2)C2C=CC=CC=2)([P](C2C=CC=CC=2)(C2C=CC=CC=2)C2C=CC=CC=2)[P](C2C=CC=CC=2)(C2C=CC=CC=2)C2C=CC=CC=2)(C2C=CC=CC=2)C2C=CC=CC=2)=CC=1.C1(C)C=CC=CC=1>[O:25]1[CH2:26][CH2:27][N:22]([C:3]2[C:2]([C:32]3[CH:33]=[N:28][CH:29]=[N:30][CH:31]=3)=[CH:21][C:6]([C:7]([NH:9][C:10]3[CH:15]=[CH:14][C:13]([O:16][C:17]([F:20])([F:19])[F:18])=[CH:12][CH:11]=3)=[O:8])=[CH:5][N:4]=2)[CH2:23][CH2:24]1 |f:2.3.4.5,^1:48,50,69,88|. Procedure: 5-Bromo-6-morpholino-N-(4-(trifluoromethoxy)phenyl)nicotinamide (Stage 148.1, 60 mg, 0.134 mmol), pyrimidin-5-ylboronic acid (50 mg, 0.403 mmol), Pd(Ph3P)4 (12.43 mg, 10.76 μmol) and finely ground K3PO4 (143 mg, 0.672 mmol) were added to a MW vial and treated with toluene (672 μL). The vial was sealed, evacuated/purged with argon then the RM was stirred 110° C. for 16 h, diluted with DME (2 mL), treated with Si-Thiol (Silicycle, 1.44 mmol/g, 56.0 mg, 0.081 mmol), centrifuged, the supernatant was... Reactants: O=C1CCN(CC1)C1=C(C=C(C=C1)N1C(O[C@H](C1)COC1=NOC=C1)=O)F (3-(4-(4-Oxopiperidin-1-yl)-3-fluorophenyl)-5(R)-(isoxazol-3-yloxymethyl)oxazolidin-2-one), OCCNN (2-hydroxyethylhydrazine). Solvent: CO (MeOH), ClCCl (dichloromethane). Conditions: time 18 hour. Yields the product OCCNN=C1CCN(CC1)C1=C(C=C(C=C1)N1C(O[C@H](C1)COC1=NOC=C1)=O)F (3-(4-(4-(2-Hydroxyethyl)aminoiminopiperidin-1-yl)-3-fluorophenyl)-5(R)-(isoxazol-3-yloxymethyl)oxazolidin-2-one). Isolated yield 68.5%. RXN SMILES: O=[C:2]1[CH2:7][CH2:6][N:5]([C:8]2[CH:13]=[CH:12][C:11]([N:14]3[CH2:18][C@H:17]([CH2:19][O:20][C:21]4[CH:25]=[CH:24][O:23][N:22]=4)[O:16][C:15]3=[O:26])=[CH:10][C:9]=2[F:27])[CH2:4][CH2:3]1.[OH:28][CH2:29][CH2:30][NH:31][NH2:32]>CO.ClCCl>[OH:28][CH2:29][CH2:30][NH:31][N:32]=[C:2]1[CH2:3][CH2:4][N:5]([C:8]2[CH:13]=[CH:12][C:11]([N:14]3[CH2:18][C@H:17]([CH2:19][O:20][C:21]4[CH:25]=[CH:24][O:23][N:22]=4)[O:16][C:15]3=[O:26])=[CH:10][C:9]=2[F:27])[CH2:6][CH2:7]1. Procedure details: 3-(4-(4-Oxopiperidin-1-yl)-3-fluorophenyl)-5(R)-(isoxazol-3-yloxymethyl)oxazolidin-2-one (125 mg, 0.33 mmol) was dissolved in MeOH (5 ml) and dichloromethane (5 ml), 2-hydroxyethylhydrazine (29 mg, 0.37 mmol) added, and the mixture stirred at ambient temperature under nitrogen for 18 hours. The mixture was evaporated, and the residue purified by chromatography on a 5 g silica Mega Bond Elut® column, eluting with a gradient increasing in polarity from 0 to 1.5% MeOH in dichloromethane. Relevant f...